From a dataset of the Open Reaction Database (ORD), a public repository of structured organic reaction records. describe an organic reaction: reactants, conditions, products, and yield Reactants: S(=O)(Cl)Cl (Thionyl chloride), CN(C=O)C (N,N-dimethylformamide), BrC1=CC=C2N=CC(NC2=C1)=O (7-bromo-2(1H)-quinoxalinone). Solvent: C1(=CC=CC=C1)C (toluene). Conditions: temperature 80 celsius, time 17 hour. The product is BrC1=CC=C2N=CC(=NC2=C1)Cl (7-bromo-2-chloro-quinoxaline). Yield: 74.6%. RXN SMILES: S(Cl)([Cl:3])=O.CN(C)C=O.[Br:10][C:11]1[CH:20]=[C:19]2[C:14]([N:15]=[CH:16][C:17](=O)[NH:18]2)=[CH:13][CH:12]=1>C1(C)C=CC=CC=1>[Br:10][C:11]1[CH:20]=[C:19]2[C:14]([N:15]=[CH:16][C:17]([Cl:3])=[N:18]2)=[CH:13][CH:12]=1. Procedure: Thionyl chloride (407.5 mL; 5.59 mol), then N,N-dimethylformamide (34.6 mL; 0.45 mol) were added dropwise to a mixture of 7-bromo-2(1H)-quinoxalinone (500 g; 2.24 mol) in toluene (7.61 L). The reaction mixture was stirred at 80° C. for 17 hours then cooled to 35° C. and poured cautiously onto water. The bi-phasic mixture was stirred for 30 minutes and then decanted. The organic layer was evaporated to dryness and the residue crystallized in methyl-tert-butyl ether, filtered and the precipitate w... Reactants: C#CCBr, CN(C)C=O, [H-], [Na+], OCc1ccc2c(c1)OCCO2, O. Yields the product C#CCOCc1ccc2c(c1)OCCO2. Reaction SMILES: [CH2:15]([C:16]#[CH:17])[Br:18].[CH3:19][N:20]([CH3:21])[CH:22]=[O:23].[H-:13].[Na+:14].[O:1]1[CH2:2][CH2:3][O:4][c:5]2[c:6]1[cH:7][cH:8][c:9]([CH2:11][OH:12])[cH:10]2.[OH2:24]>>[O:1]1[CH2:2][CH2:3][O:4][c:5]2[c:6]1[cH:7][cH:8][c:9]([CH2:11][O:12][CH2:17][C:16]#[CH:15])[cH:10]2. The reactants are BrC=1C=C(C=CC1OC)S(=O)(=O)NC(C)(C)C (3-bromo-N-tert-butyl-4-methoxybenzenesulfonamide), C(=O)C=1C=C(C(=O)OC)C=C(C1OCOCCOC)B1OC(C(O1)(C)C)(C)C (methyl 3-formyl-4-(2-methoxyethoxy-methoxy)-5-(4,4,5,5-tetramethyl[1,3,2]dioxaborolan-2-yl)-benzoate). Yields the product C(C1=CC=CC=C1)OC1=C(C=C(C=C1C1=C(C=CC(=C1)S(NC(C)(C)C)(=O)=O)OC)C(=O)OC)C=O (methyl 6-benzyloxy-5′-tert-butylsulfamoyl-5-formyl-2′-methoxy-biphenyl-3-carboxylate). RXN SMILES: Br[C:2]1[CH:3]=[C:4]([S:10]([NH:13][C:14]([CH3:17])([CH3:16])[CH3:15])(=[O:12])=[O:11])[CH:5]=[CH:6][C:7]=1[O:8][CH3:9].[CH:18]([C:20]1[CH:21]=[C:22]([CH:27]=[C:28](B2OC(C)(C)C(C)(C)O2)[C:29]=1[O:30][CH2:31]OCCOC)[C:23]([O:25][CH3:26])=[O:24])=[O:19]>>[CH2:31]([O:30][C:29]1[C:28]([C:2]2[CH:3]=[C:4]([S:10](=[O:12])(=[O:11])[NH:13][C:14]([CH3:17])([CH3:16])[CH3:15])[CH:5]=[CH:6][C:7]=2[O:8][CH3:9])=[CH:27][C:22]([C:23]([O:25][CH3:26])=[O:24])=[CH:21][C:20]=1[CH:18]=[O:19])[C:2]1[CH:3]=[CH:4][CH:5]=[CH:6][CH:7]=1. Procedure: Proceeding as in Reference 19, but substituting 3-bromo-N-tert-butyl-4-methoxybenzenesulfonamide and methyl 3-formyl-4-(2-methoxyethoxy-methoxy)-5-(4,4,5,5-tetramethyl[1,3,2]dioxaborolan-2-yl)-benzoate, gave methyl 6-benzyloxy-5′-tert-butylsulfamoyl-5-formyl-2′-methoxy-biphenyl-3-carboxylate. Starting materials: ClC=1C=C(C=CC1)[C@](CCC)(O)[C@H]1CN(CCC1)C(=O)OC(C)(C)C ((R)-tert-butyl 3-((R)-1-(3-chlorophenyl)-1-hydroxybutyl)piperidine-1-carboxylate), BrCCO[Si](C)(C)C(C)(C)C ((2-bromoethoxy)(tert-butyl)dimethylsilane), [NH4+].[Cl-] (NH4Cl), [H-].[Na+] (NaH). The solvent is C1CCOC1 (THF), C1CCOC1 (THF), C1CCOC1 (THF). Reaction conditions: time 2 hour. Product: [Si](C)(C)(C(C)(C)C)OCCO[C@@](CCC)(C1=CC(=CC=C1)Cl)[C@H]1CN(CCC1)C(=O)OC(C)(C)C ((R)-tert-butyl 3-((R)-1-(2-(tert-butyldimethylsilyloxy)ethoxy)-1-(3-chlorophenyl)butyl)piperidine-1-carboxylate). Yield: 10.5%. RXN SMILES: [H-].[Na+].[Cl:3][C:4]1[CH:5]=[C:6]([C@@:10]([C@@H:15]2[CH2:20][CH2:19][CH2:18][N:17]([C:21]([O:23][C:24]([CH3:27])([CH3:26])[CH3:25])=[O:22])[CH2:16]2)([OH:14])[CH2:11][CH2:12][CH3:13])[CH:7]=[CH:8][CH:9]=1.Br[CH2:29][CH2:30][O:31][Si:32]([C:35]([CH3:38])([CH3:37])[CH3:36])([CH3:34])[CH3:33].[NH4+].[Cl-]>C1COCC1>[Si:32]([O:31][CH2:30][CH2:29][O:14][C@:10]([C@@H:15]1[CH2:20][CH2:19][CH2:18][N:17]([C:21]([O:23][C:24]([CH3:26])([CH3:25])[CH3:27])=[O:22])[CH2:16]1)([C:6]1[CH:7]=[CH:8][CH:9]=[C:4]([Cl:3])[CH:5]=1)[CH2:11][CH2:12][CH3:13])([C:35]([CH3:38])([CH3:37])[CH3:36])([CH3:34])[CH3:33] |f:0.1,4.5|. Procedure: To a suspension of NaH (2.4 g, 60 mmol) in dry THF (20 mL) was added a solution of (R)-tert-butyl 3-((R)-1-(3-chlorophenyl)-1-hydroxybutyl)piperidine-1-carboxylate (7.34 g, 20 mmol) in dry THF (80 mL) at 0° C. The reaction mixture was stirred at rt for 2 h. Then a solution of (2-bromoethoxy)(tert-butyl)dimethylsilane (14.3 g, 60 mmol) in THF (100 mL) was added dropwise. After addition, the resulting mixture was stirred under reflux overnight. To the reaction mixture was added dropwise saturated ... Reactants: ClCCCN(CCCCl)C (N,N-bis(3-chloropropyl)methylamine), solution, CN(C)C (trimethylamine). Solvent: C(C)#N (acetonitrile). Reaction conditions: time 21 hour. The product is [Cl-].[Cl-].C[N+](CCCN(C)CCC[N+](C)(C)C)(C)C (bis(3-trimethylammoniopropyl) methylamine dichloride). As a reaction SMILES: [Cl:1][CH2:2][CH2:3][CH2:4][N:5]([CH3:10])[CH2:6][CH2:7][CH2:8]Cl.[CH3:11][N:12]([CH3:14])[CH3:13]>C(#N)C>[Cl-:1].[Cl-:1].[CH3:11][N+:12]([CH3:14])([CH3:13])[CH2:2][CH2:3][CH2:4][N:5]([CH2:6][CH2:7][CH2:8][N+:5]([CH3:10])([CH3:6])[CH3:4])[CH3:10] |f:3.4.5|. Procedure: To this N,N-bis(3-chloropropyl)methylamine is added 166 ml of a 2.06 M solution of trimethylamine in acetonitrile. The resulting mixture is allowed to stand at a temperature of about 25° C. for a period of 21 hours during which time a white solid material crystallizes; the mixture is stirred for an additional 7-hour period, the solid crystalline material is recovered by filtration, washed with a small amount of acetonitrile, then with ether, and finally with hexane, the washings being collected ... The reactants are [Al+3], CCOC(=O)c1cc2c(C)cccc2n1CCC(=O)O, ClC(Cl)Cl, [Cl-], [Cl-], [Cl-], Cl, O, O=S(Cl)Cl. The product is CCOC(=O)c1cc2c(C)ccc3c2n1CCC3=O. Reaction SMILES: [Al+3:26].[C:1](=[O:2])([OH:3])[CH2:4][CH2:5][n:6]1[c:7]([C:16](=[O:17])[O:18][CH2:19][CH3:20])[cH:8][c:9]2[c:10]([CH3:15])[cH:11][cH:12][cH:13][c:14]12.[CH:31]([Cl:32])([Cl:33])[Cl:34].[Cl-:25].[Cl-:27].[Cl-:28].[ClH:29].[OH2:30].[S:21]([Cl:22])([Cl:23])=[O:24]>>[C:1]1(=[O:3])[CH2:4][CH2:5][n:6]2[c:7]([C:16](=[O:17])[O:18][CH2:19][CH3:20])[cH:8][c:9]3[c:10]([CH3:15])[cH:11][cH:12][c:13]1[c:14]23. Reactants: C(=O)(O)[O-].[Na+] (NaHCO3), N1N=CC(=C1)C(=O)OCC (ethyl 4-pyrazolecarboxylate), O1CCCC=C1 (3,4-dihydro-2H-pyran), C(=O)(C(F)(F)F)O (TFA). The solvent is C(Cl)Cl (DCM), C1CCOC1 (THF). Run at temperature 80 celsius. Yields the product O1C(CCCC1)N1N=CC(=C1)C(=O)O (1-(Tetrahydro-pyran-2-yl)-1H-pyrazole-4-carboxylic acid). As a reaction SMILES: [NH:1]1[CH:5]=[C:4]([C:6]([O:8]CC)=[O:7])[CH:3]=[N:2]1.[O:11]1[CH:16]=[CH:15][CH2:14][CH2:13][CH2:12]1.C(O)(C(F)(F)F)=O.C([O-])(O)=O.[Na+]>C(Cl)Cl.C1COCC1>[O:11]1[CH2:16][CH2:15][CH2:14][CH2:13][CH:12]1[N:2]1[CH:3]=[C:4]([C:6]([OH:8])=[O:7])[CH:5]=[N:1]1 |f:3.4|. Procedure: To 1.00 g (7.14 mmol) ethyl 4-pyrazolecarboxylate and 0.98 mL (10.7 mml) 3,4-dihydro-2H-pyran an 20 mL THF are added 0.94 mL (12.1 mmol) TFA and the reaction mixture is stirred at 80° C. over night. Afterwards the reaction mixture is diluted with DCM and charged with aq. NaHCO3 solution. The layers are separated and the org. layer is dried over MgSO4, filtered and the solvent is removed in vacuo.